Task: describe an organic reaction: reactants, conditions, products, and yield. Dataset: the Open Reaction Database (ORD), a public repository of structured organic reaction records Starting materials: OCC1CCC(CC1)C#N (4-(hydroxymethyl)cyclohexanecarbonitrile), O (water), Cl (hydrochloric acid), CC1=CC=C(C=C1)S(=O)(=O)Cl (p-tosyl chloride). Run in N1=CC=CC=C1 (pyridine). Run at time 3.5 hour. The product is S(=O)(=O)(C1=CC=C(C)C=C1)OC[C@@H]1CC[C@H](CC1)C#N (trans-4-(tosyloxymethyl)cyclohexanecarbonitrile), S(=O)(=O)(C1=CC=C(C)C=C1)OC[C@H]1CC[C@H](CC1)C#N (cis-4-(tosyloxymethyl)cyclohexanecarbonitrile). Yield: 41.0%. RXN SMILES: [OH:1][CH2:2][CH:3]1[CH2:8][CH2:7][CH:6]([C:9]#[N:10])[CH2:5][CH2:4]1.[CH3:11][C:12]1[CH:17]=[CH:16][C:15]([S:18](Cl)(=[O:20])=[O:19])=[CH:14][CH:13]=1.O.Cl>N1C=CC=CC=1>[S:18]([O:1][CH2:2][C@H:3]1[CH2:8][CH2:7][C@H:6]([C:9]#[N:10])[CH2:5][CH2:4]1)([C:15]1[CH:16]=[CH:17][C:12]([CH3:11])=[CH:13][CH:14]=1)(=[O:20])=[O:19].[S:18]([O:1][CH2:2][C@@H:3]1[CH2:8][CH2:7][C@H:6]([C:9]#[N:10])[CH2:5][CH2:4]1)([C:15]1[CH:16]=[CH:17][C:12]([CH3:11])=[CH:13][CH:14]=1)(=[O:20])=[O:19]. Reported procedure: A solution of 1.20 g of the 4-(hydroxymethyl)cyclohexanecarbonitrile obtained in 5 ml of pyridine was treated portionwise at room temperature and under argon gasification with 2.46 g of p-tosyl chloride. After stirring at room temperature for 3.5 hours (formation of a white precipitate), the mixture, cooled to 0° C., was treated with about 2 ml of water, cautiously made acid with about 7 ml of concentrated hydrochloric acid and extracted three times with 30 ml of diethyl ether each time. The org... Starting materials: FC=1C=C(C=C(C1)F)CC(=O)N[C@@H](C)C(=O)O (N-(3,5-Difluorophenylacetyl)-L-alanine), NC1C(NC(C2=CC=CC=C12)CC1=CC=CC=C1)=O (4-amino-1-benzyl-1,2,3,4-tetrahydroisoquinoline-3-one). Yields the product FC=1C=C(C=C(C1)F)CC(=O)N[C@@H](C)C(=O)NC1C(NC(C2=CC=CC=C12)CC1=CC=CC=C1)=O (4-(N′-(3,5-Difluorophenylacetyl)-L-alaninyl)amino-1-benzyl-1,2,3,4-tetrahydroisoquinolin-3-one). RXN SMILES: [F:1][C:2]1[CH:3]=[C:4]([CH2:9][C:10]([NH:12][C@H:13]([C:15]([OH:17])=O)[CH3:14])=[O:11])[CH:5]=[C:6]([F:8])[CH:7]=1.[NH2:18][CH:19]1[C:28]2[C:23](=[CH:24][CH:25]=[CH:26][CH:27]=2)[CH:22]([CH2:29][C:30]2[CH:35]=[CH:34][CH:33]=[CH:32][CH:31]=2)[NH:21][C:20]1=[O:36]>>[F:8][C:6]1[CH:5]=[C:4]([CH2:9][C:10]([NH:12][C@H:13]([C:15]([NH:18][CH:19]2[C:28]3[C:23](=[CH:24][CH:25]=[CH:26][CH:27]=3)[CH:22]([CH2:29][C:30]3[CH:35]=[CH:34][CH:33]=[CH:32][CH:31]=3)[NH:21][C:20]2=[O:36])=[O:17])[CH3:14])=[O:11])[CH:3]=[C:2]([F:1])[CH:7]=1. Procedure details: Following General Procedure D above using N-(3,5-difluorophenylacetyl)-L-alanine (Example B) and 4-amino-1-benzyl-1,2,3,4-tetrahydroisoquinoline-3-one (Example 5-I), the title compound was prepared as a solid having a melting point of 106-107° C. Reactants: C1=CC=C(C=C1)N=C2C=CC(=O)O2 (N-phenyl isomaleimide), compounds, formula III, CN(CCN(C)C)C (N,N,N',N'-tetramethylethylenediamine). Solvent: C(Cl)Cl (methylene chloride). Reaction conditions: temperature 22.5 celsius, time 2 hour. The product is C1(=CC=CC=C1)N1C(C=CC1=O)=O (N-phenyl maleimide). Reaction SMILES: [CH:1]1[CH:6]=[CH:5][C:4]([N:7]=[C:8]2[O:13][C:11](=[O:12])[CH:10]=[CH:9]2)=[CH:3][CH:2]=1.CN(C)CCN(C)C>C(Cl)Cl>[C:4]1([N:7]2[C:11](=[O:12])[CH:10]=[CH:9][C:8]2=[O:13])[CH:5]=[CH:6][CH:1]=[CH:2][CH:3]=1. Procedure: To 2.6 g (0.015 mole) of N-phenyl isomaleimide in 50 ml of methylene chloride are added 0.00045 mole of the compounds of the formula III which are given below and 0.069 g (0.0006 mole) of N,N,N',N'-tetramethylethylenediamine. The reaction mixture is stirred for two hours at 20-25° C. and is subsequently extracted by being shaken twice with 100 ml of water each time and the solvent is then removed. The yields of N-phenyl maleimide are given in the following Table. Reactants: CCCCCCCNC(=O)N(C)c1ccc(C)c(-c2ccc(C=CC(=O)OCC)cc2)c1, CO. The product is CCCCCCCNC(=O)N(C)c1ccc(C)c(-c2ccc(CCC(=O)OCC)cc2)c1. RXN SMILES: [CH2:1]([CH2:2][CH2:3][CH2:4][CH2:5][CH2:6][CH3:7])[NH:8][C:9]([N:10]([CH3:11])[c:12]1[cH:13][cH:14][c:15]([CH3:31])[c:16](-[c:18]2[cH:19][cH:20][c:21]([CH:24]=[CH:25][C:26](=[O:27])[O:28][CH2:29][CH3:30])[cH:22][cH:23]2)[cH:17]1)=[O:32].[CH3:33][OH:34]>>[CH2:1]([CH2:2][CH2:3][CH2:4][CH2:5][CH2:6][CH3:7])[NH:8][C:9]([N:10]([CH3:11])[c:12]1[cH:13][cH:14][c:15]([CH3:31])[c:16](-[c:18]2[cH:19][cH:20][c:21]([CH2:24][CH2:25][C:26](=[O:27])[O:28][CH2:29][CH3:30])[cH:22][cH:23]2)[cH:17]1)=[O:32]. The reactants are C(C1=CC=CC=C1)N1C2C(NC(C1)CC2)=O (5-benzyl-2,5-diazabicyclo[2.2.2]octan-3-one). The reagents and catalysts are [OH-].[OH-].[Pd+2] (Pd(OH)2/C). Run in CCO (EtOH). Reaction conditions: time 8 hour. The product is C12NC(C(NC1)CC2)=O (2,5-diazabicyclo[2.2.2]octan-3-one). The yield is 93.9%. Reaction SMILES: C([N:8]1[CH2:13][CH:12]2[CH2:14][CH2:15][CH:9]1[C:10](=[O:16])[NH:11]2)C1C=CC=CC=1>CCO.[OH-].[OH-].[Pd+2]>[CH:12]12[CH2:14][CH2:15][CH:9]([NH:8][CH2:13]1)[C:10](=[O:16])[NH:11]2 |f:2.3.4|. Procedure details: To a solution of 5-benzyl-2,5-diazabicyclo[2.2.2]octan-3-one (400 mg) in EtOH (5 mL) was added 20% Pd(OH)2/C (65 mg), followed by stirring at room temperature overnight at normal pressure under a hydrogen atmosphere. The reaction mixture was filtered through Celite and then concentrated under reduced pressure to obtain 2,5-diazabicyclo[2.2.2]octan-3-one (219 mg). Starting materials: C1(=CC=CC=C1)OC(NC=1C(=NC(=C(C1)CC)C)OC)=S (Phenyl-N-(5-ethyl-2-methoxy-6-methylpyridin-3-yl)thiocarbamate), ClC=1C=C(C=CC1)N1CCNCC1 (1-(3-chlorophenyl)piperazine). Yields the product C(C)C=1C=C(C(=NC1C)OC)NC(=S)N1CCN(CC1)C1=CC(=CC=C1)Cl (1-[(5-ethyl-2-methoxy-6-methylpyridin-3-yl)aminothiocarbonyl]-4-(3-chlorophenyl)piperazine). Isolated yield 88.0%. RXN SMILES: C1(O[C:8](=[S:21])[NH:9][C:10]2[C:11]([O:19][CH3:20])=[N:12][C:13]([CH3:18])=[C:14]([CH2:16][CH3:17])[CH:15]=2)C=CC=CC=1.[Cl:22][C:23]1[CH:24]=[C:25]([N:29]2[CH2:34][CH2:33][NH:32][CH2:31][CH2:30]2)[CH:26]=[CH:27][CH:28]=1>>[CH2:16]([C:14]1[CH:15]=[C:10]([NH:9][C:8]([N:32]2[CH2:31][CH2:30][N:29]([C:25]3[CH:26]=[CH:27][CH:28]=[C:23]([Cl:22])[CH:24]=3)[CH2:34][CH2:33]2)=[S:21])[C:11]([O:19][CH3:20])=[N:12][C:13]=1[CH3:18])[CH3:17]. Procedure: Phenyl-N-(5-ethyl-2-methoxy-6-methylpyridin-3-yl)thiocarbamate and 1-(3-chlorophenyl)piperazine were reacted by the same way with the example 1 to obtain the titled compound.